Task: describe an organic reaction: reactants, conditions, products, and yield. Dataset: the Open Reaction Database (ORD), a public repository of structured organic reaction records Yields the product NNC(=O)c1cccc(I)c1. Starting materials: O=C(n1ccnc1)n1ccnc1, C1CCOC1, O=C(O)c1cccc(I)c1, NN, O. As a reaction SMILES: [C:11]([n:12]1[cH:13][cH:14][n:15][cH:16]1)([n:17]1[cH:18][cH:19][n:20][cH:21]1)=[O:22].[CH2:26]1[O:27][CH2:28][CH2:29][CH2:30]1.[I:1][c:2]1[cH:3][c:4]([C:5](=[O:6])[OH:7])[cH:8][cH:9][cH:10]1.[NH2:24][NH2:25].[OH2:23]>>[I:1][c:2]1[cH:3][c:4]([C:5](=[O:6])[NH:24][NH2:25])[cH:8][cH:9][cH:10]1. The reactants are O (H2O), BrC1=CC(=C(C(=N1)C)NC1=C(C(=NC=N1)OC1CCN(CC1)C(=O)OC(C)C)OC)C (isopropyl 4-(6-(6-bromo-2,4-dimethylpyridin-3-ylamino)-5-methoxypyrimidin-4-yloxy)piperidine-1-carboxylate), sodium sulfinate, (CuOTf)2PhH, N,N′-dimethylethylamine, CS(=O)C (DMSO). Reaction conditions: temperature 150 celsius. Yields the product CC1=NC(=CC(=C1NC1=C(C(=NC=N1)OC1CCN(CC1)C(=O)OC(C)C)OC)C)S(=O)(=O)C (isopropyl 4-(6-(2,4-dimethyl-6-(methylsulfonyl)pyridin-3-ylamino)-5-methoxypyrimidin-4-yloxy)piperidine-1-carboxy-late). Reaction SMILES: Br[C:2]1[N:7]=[C:6]([CH3:8])[C:5]([NH:9][C:10]2[N:15]=[CH:14][N:13]=[C:12]([O:16][CH:17]3[CH2:22][CH2:21][N:20]([C:23]([O:25][CH:26]([CH3:28])[CH3:27])=[O:24])[CH2:19][CH2:18]3)[C:11]=2[O:29][CH3:30])=[C:4]([CH3:31])[CH:3]=1.[OH2:32].C[S:34]([CH3:36])=[O:35]>>[CH3:8][C:6]1[C:5]([NH:9][C:10]2[N:15]=[CH:14][N:13]=[C:12]([O:16][CH:17]3[CH2:22][CH2:21][N:20]([C:23]([O:25][CH:26]([CH3:28])[CH3:27])=[O:24])[CH2:19][CH2:18]3)[C:11]=2[O:29][CH3:30])=[C:4]([CH3:31])[CH:3]=[C:2]([S:34]([CH3:36])(=[O:32])=[O:35])[N:7]=1. Procedure details: To a solution of isopropyl 4-(6-(6-bromo-2,4-dimethylpyridin-3-ylamino)-5-methoxypyrimidin-4-yloxy)piperidine-1-carboxylate (500 mg, 1.0 mmol) in 10 ml of DMSO, were added sodium sulfinate (0.36 g, 3.5 mmol), (CuOTf)2PhH (0.051 g, 0.10 mmol), and N,N′-dimethylethylamine (0.018 g, 0.20 mmol) at an ambient temperature. The reaction was heated to 150° C. for 8 hrs. The reaction was cooled to room temperature and poured into H2O. The organics were extracted with ethyl acetate and dried over MgSO4. T...